This data is from the Open Reaction Database (ORD), a public repository of structured organic reaction records. The task is: describe an organic reaction: reactants, conditions, products, and yield The reactants are FC1=C(N)C(=CC=C1)NCC1=CC=C(C=C1)OC1=CC=C(C=C1)OS(=O)(=O)C (2-fluoro-6-[4-(4-methylsulfonyloxyphenoxy)benzylamino]aniline), C(C)(OCC)([O-])[O-] (ethyl ortho-acetate), resultant mixture, [OH-].[Na+] (sodium hydroxide). Solvent: C1(=CC=CC=C1)C (toluene), C1(=CC=CC=C1)C (toluene). The product is FC1=CC=CC=2N(C(=NC21)C)CC2=CC=C(C=C2)OC2=CC=C(C=C2)OS(=O)(=O)C (4-fluoro-1-[4-(4-methylsulfonyloxyphenoxy)benzyl]-2-methylbenzimidazole). Yield: 76.4%. Reaction SMILES: [F:1][C:2]1[CH:8]=[CH:7][CH:6]=[C:5]([NH:9][CH2:10][C:11]2[CH:16]=[CH:15][C:14]([O:17][C:18]3[CH:23]=[CH:22][C:21]([O:24][S:25]([CH3:28])(=[O:27])=[O:26])=[CH:20][CH:19]=3)=[CH:13][CH:12]=2)[C:3]=1[NH2:4].[C:29]([O-])([O-])(OCC)[CH3:30].[OH-].[Na+]>C1(C)C=CC=CC=1>[F:1][C:2]1[C:3]2[N:4]=[C:29]([CH3:30])[N:9]([CH2:10][C:11]3[CH:12]=[CH:13][C:14]([O:17][C:18]4[CH:23]=[CH:22][C:21]([O:24][S:25]([CH3:28])(=[O:26])=[O:27])=[CH:20][CH:19]=4)=[CH:15][CH:16]=3)[C:5]=2[CH:6]=[CH:7][CH:8]=1 |f:2.3|. Procedure: A mixture of 2-fluoro-6-[4-(4-methylsulfonyloxyphenoxy)benzylamino]aniline (300 mg) and ethyl ortho-acetate (181 mg) was heated at 150° to 160° C. for 24 hours while stirring. The reaction mixture was cooled to room temperature, toluene (100 ml) and a 5% sodium hydroxide solution (50 ml) were added thereto, and the resultant mixture was stirred for 10 minutes The toluene layer was separated, washed with water, dried over anhydrous sodium sulfate and distilled under reduced pressure to eliminate ... The reactants are BrCCCN1CCCC1, Br, O=C1COC2(CCN(c3ccc(O)cc3)CC2)CN1Cc1ccccc1. Yields the product O=C1COC2(CCN(c3ccc(OCCCN4CCCC4)cc3)CC2)CN1Cc1ccccc1. As a reaction SMILES: [Br:28][CH2:29][CH2:30][CH2:31][N:32]1[CH2:33][CH2:34][CH2:35][CH2:36]1.[BrH:27].[CH2:1]([c:2]1[cH:3][cH:4][cH:5][cH:6][cH:7]1)[N:8]1[C:9](=[O:26])[CH2:10][O:11][C:12]2([CH2:13]1)[CH2:14][CH2:15][N:16]([c:19]1[cH:20][cH:21][c:22]([OH:25])[cH:23][cH:24]1)[CH2:17][CH2:18]2>>[CH2:1]([c:2]1[cH:3][cH:4][cH:5][cH:6][cH:7]1)[N:8]1[C:9](=[O:26])[CH2:10][O:11][C:12]2([CH2:13]1)[CH2:14][CH2:15][N:16]([c:19]1[cH:20][cH:21][c:22]([O:25][CH2:29][CH2:30][CH2:31][N:32]3[CH2:33][CH2:34][CH2:35][CH2:36]3)[cH:23][cH:24]1)[CH2:17][CH2:18]2.